From a dataset of the Open Reaction Database (ORD), a public repository of structured organic reaction records. describe an organic reaction: reactants, conditions, products, and yield Reactants: N1=CSC2=C1CCOC2 (4,5-dihydro-7H-pyrano[4,3-d]thiazole), C(CCC)[Li] (butyl lithium), C(=O)=O (carbon dioxide). Run in CCOCC (ether). Reaction conditions: temperature -78 celsius, time 20 minute. Product: N1=C(SC2=C1CCOC2)C(=O)[O-].[Li+] (Lithium (4,5-dihydro-7H-pyrano[4,3-d]thiazol-2-yl)carboxylate). As a reaction SMILES: [N:1]1[C:5]2[CH2:6][CH2:7][O:8][CH2:9][C:4]=2[S:3][CH:2]=1.C([Li:14])CCC.[C:15](=[O:17])=[O:16]>CCOCC>[N:1]1[C:5]2[CH2:6][CH2:7][O:8][CH2:9][C:4]=2[S:3][C:2]=1[C:15]([O-:17])=[O:16].[Li+:14] |f:4.5|. Reported procedure: In a 200-mL three-necked flask, 4,5-dihydro-7H-pyrano[4,3-d]thiazole (1.14 g) was added and dissolved in ether (30 mL). After cooling to −78° C., 1.6M butyl lithium (6.6 mL) was added and the resulting mixture was stirred. After 20 minutes, a carbon dioxide gas was introduced. After about 15 minutes, the introduction was terminated. The reaction mixture was allowed to rise back to room temperature and concentrated under reduced pressure, whereby the title compound (1.65 g) was obtained as a colo... As a reaction SMILES: [B:40]([OH:41])([OH:42])[OH:43].[Br:44][c:45]1[cH:46][cH:47][cH:48][n:49][cH:50]1.[CH3:12][c:13]1[cH:14][n:15][cH:16][cH:17][c:18]1[C:19]([NH:20][c:21]1[cH:22][cH:23][c:36](-[c:24]2[s:25][c:26](-[c:30]3[cH:31][n:32][cH:33][n:34][cH:35]3)[cH:27][c:28]2[CH3:29])[cH:37][cH:38]1)=[O:39].[Pd:51].[cH:1]1[cH:2][n:3][cH:4][n:5][cH:6]1.[cH:7]1[cH:8][s:9][cH:10][cH:11]1>>[cH:24]1[s:25][c:26](-[c:30]2[cH:31][n:32][cH:33][n:34][cH:35]2)[cH:27][c:28]1[CH3:29]. The reactants are OB(O)O, Brc1cccnc1, Cc1cnccc1C(=O)Nc1ccc(-c2sc(-c3cncnc3)cc2C)cc1, [Pd], c1cncnc1, c1ccsc1. Product: Cc1csc(-c2cncnc2)c1. Reactants: C1(CC1)C=1C=CC(=NC1OCC1CC1)C(=O)O (5-cyclopropyl-6-cyclopropylmethyloxy-pyridine-2-carboxylic acid), Cl.NC(C#N)C (2-amino-propanenitrile monohydrochloride), CO (MeOH). The solvent is CCCCCCC (heptane). Product: C(#N)C(C)NC(=O)C1=NC(=C(C=C1)C1CC1)OCC1CC1 (5-Cyclopropyl-6-cyclopropylmethoxy-pyridine-2-carboxylic acid ((−)-cyano-methyl-methyl)-amide). As a reaction SMILES: [CH:1]1([C:4]2[CH:5]=[CH:6][C:7]([C:15]([OH:17])=O)=[N:8][C:9]=2[O:10][CH2:11][CH:12]2[CH2:14][CH2:13]2)[CH2:3][CH2:2]1.Cl.[NH2:19][CH:20]([CH3:23])[C:21]#[N:22].CO>CCCCCCC>[C:21]([CH:20]([NH:19][C:15]([C:7]1[CH:6]=[CH:5][C:4]([CH:1]2[CH2:2][CH2:3]2)=[C:9]([O:10][CH2:11][CH:12]2[CH2:13][CH2:14]2)[N:8]=1)=[O:17])[CH3:23])#[N:22] |f:1.2|. Procedure details: The title compound was synthesized in analogy to Example 1, using 5-cyclopropyl-6-cyclopropylmethyloxy-pyridine-2-carboxylic acid (Example 42a) and 2-amino-propanenitrile monohydrochloride (CAN 2134-48-7) as starting materials. The product was isolated by chiral chromatography on Reprosil Chiral NR using heptane/15% ethanol as eluent. The (−)-enantiomer was isolated. LC-MS (UV peak area/ESI) 100%, 286.1552 (M+H)+, αD20 (MeOH)=−9.6°. The reactants are CC(=O)OC(C)=O, CC1CCNCCC1=O, ClCCl, Cl, c1ccncc1. Yields the product CC(=O)N1CCC(=O)C(C)CC1. Reaction SMILES: [CH3:1][C:2](=[O:3])[O:4][C:5](=[O:6])[CH3:7].[CH3:9][CH:10]1[C:11](=[O:17])[CH2:12][CH2:13][NH:14][CH2:15][CH2:16]1.[Cl:24][CH2:25][Cl:26].[ClH:8].[cH:18]1[cH:19][cH:20][n:21][cH:22][cH:23]1>>[CH3:1][C:2](=[O:3])[N:14]1[CH2:13][CH2:12][C:11](=[O:17])[CH:10]([CH3:9])[CH2:16][CH2:15]1. Reactants: CCS(=O)(=O)NC(c1cncc(-c2ccc(C#N)c(Cl)c2)c1)C1CC1, [H-], CCI, [Na+], CN(C)C=O. The product is CCN(C(c1cncc(-c2ccc(C#N)c(Cl)c2)c1)C1CC1)S(=O)(=O)CC. RXN SMILES: [Cl:1][c:2]1[cH:3][c:4](-[c:10]2[cH:11][c:12]([CH:16]([CH:17]3[CH2:18][CH2:19]3)[NH:20][S:21](=[O:22])(=[O:23])[CH2:24][CH3:25])[cH:13][n:14][cH:15]2)[cH:5][cH:6][c:7]1[C:8]#[N:9].[H-:26].[I:28][CH2:29][CH3:30].[Na+:27].[O:31]=[CH:32][N:33]([CH3:34])[CH3:35]>>[Cl:1][c:2]1[cH:3][c:4](-[c:10]2[cH:11][c:12]([CH:16]([CH:17]3[CH2:18][CH2:19]3)[N:20]([S:21](=[O:22])(=[O:23])[CH2:24][CH3:25])[CH2:29][CH3:30])[cH:13][n:14][cH:15]2)[cH:5][cH:6][c:7]1[C:8]#[N:9].